Dataset: the Open Reaction Database (ORD), a public repository of structured organic reaction records. Task: describe an organic reaction: reactants, conditions, products, and yield Reactants: C1=CC(=CC(=C1)Cl)C(=O)OO (mCPBA), C[C@H]1OC(C2=CC=C(C=C2C1)C(=C)C)=O ((3R)-3-methyl-6-(prop-1-en-2-yl)-3,4-dihydro-1H-isochromen-1-one). Run in ClCCCl (DCE). Reaction conditions: time 3 hour. The product is C[C@H]1OC(C2=CC=C(C=C2C1)C1(OC1)C)=O ((3R)-3-methyl-6-(2-methyloxiran-2-yl)-3,4-dihydro-1H-isochromen-1-one). RXN SMILES: C1C=C(Cl)C=C(C(OO)=[O:9])C=1.[CH3:12][C@@H:13]1[CH2:22][C:21]2[C:16](=[CH:17][CH:18]=[C:19]([C:23]([CH3:25])=[CH2:24])[CH:20]=2)[C:15](=[O:26])[O:14]1>ClCCCl>[CH3:12][C@@H:13]1[CH2:22][C:21]2[C:16](=[CH:17][CH:18]=[C:19]([C:23]3([CH3:25])[CH2:24][O:9]3)[CH:20]=2)[C:15](=[O:26])[O:14]1. Procedure: mCPBA (774 mg, 4.49 mmol) was added to a solution of (3R)-3-methyl-6-(prop-1-en-2-yl)-3,4-dihydro-1H-isochromen-1-one (605 mg, 2.99 mmol) in DCE (15 mL). The reaction was stirred at room temp for 3 h before it was complete by TLC. The reaction was then partitioned between saturated sodium bicarbonate solution and DCM. The aq. layer was further extracted with DCM (2×75 mL) the combined organic layers were dried over magnesium sulfate, filtered, and purified via MPLC (10-50% EtOAc/Hex) to give the... The reactants are NC=1SC(=C(N1)C1=CC=C(C(=O)OC)C=C1)C1=CC=C(C=C1)SC (methyl 4-{2-amino-5-[4-(methylthio)phenyl]-1,3-thiazol-4-yl}benzoate), [H-].[Al+3].[Li+].[H-].[H-].[H-] (lithium aluminium hydride), C(C)(=O)OCC (ethyl acetate), O (water). Run in O1CCCC1 (tetrahydrofuran). Conditions: temperature 20 celsius, time 1 hour. Yields the product NC=1SC(=C(N1)C1=CC=C(C=C1)CO)C1=CC=C(C=C1)SC ((4-{2-amino-5-[4-(methylthio)phenyl]-1,3-thiazol-4-yl}phenyl)methanol). Reaction SMILES: [NH2:1][C:2]1[S:3][C:4]([C:17]2[CH:22]=[CH:21][C:20]([S:23][CH3:24])=[CH:19][CH:18]=2)=[C:5]([C:7]2[CH:16]=[CH:15][C:10]([C:11](OC)=[O:12])=[CH:9][CH:8]=2)[N:6]=1.[H-].[Al+3].[Li+].[H-].[H-].[H-].C(OCC)(=O)C.O>O1CCCC1>[NH2:1][C:2]1[S:3][C:4]([C:17]2[CH:22]=[CH:21][C:20]([S:23][CH3:24])=[CH:19][CH:18]=2)=[C:5]([C:7]2[CH:8]=[CH:9][C:10]([CH2:11][OH:12])=[CH:15][CH:16]=2)[N:6]=1 |f:1.2.3.4.5.6|. Reported procedure: To a solution of methyl 4-{2-amino-5-[4-(methylthio)phenyl]-1,3-thiazol-4-yl}benzoate (100 mg) in tetrahydrofuran (4 ml) was added portionwise lithium aluminium hydride (21.3 mg), and the mixture was stirred for 1 h at 20° C. To the reaction mixture were added ethyl acetate (10 ml) and water (3 ml). The resulting precipitate was removed by filtration, and the filtrate was washed with brine, dried over sodium sulfate and evaporated to give (4-{2-amino-5-[4-(methylthio)phenyl]-1,3-thiazol-4-yl}phe... The reactants are CCc1cnc(CSc2cnc(NC(C)=O)s2)o1, Cl, [Na+], [Na+], O=C([O-])[O-]. Product: CCc1cnc(CSc2cnc(N)s2)o1. As a reaction SMILES: [CH2:1]([CH3:2])[c:3]1[cH:4][n:5][c:6]([CH2:8][S:9][c:10]2[cH:11][n:12][c:13]([NH:15][C:16](=[O:17])[CH3:18])[s:14]2)[o:7]1.[ClH:25].[Na+:19].[Na+:20].[O-:21][C:22](=[O:23])[O-:24]>>[CH2:1]([CH3:2])[c:3]1[cH:4][n:5][c:6]([CH2:8][S:9][c:10]2[cH:11][n:12][c:13]([NH2:15])[s:14]2)[o:7]1. Starting materials: CC(C)(C)OC(=O)C(C)(C)NC(=O)C1=C(O)c2cc(Cl)ccc2C2(CCOCC2)C1=O, O=C(O)C(F)(F)F. Product: CC(C)(NC(=O)C1=C(O)c2cc(Cl)ccc2C2(CCOCC2)C1=O)C(=O)O. Reaction SMILES: [Cl:1][c:2]1[cH:3][c:4]2[c:9]([cH:10][cH:11]1)[C:8]1([C:7](=[O:17])[C:6]([C:18](=[O:19])[NH:20][C:21]([CH3:22])([C:23](=[O:24])[O:25][C:26]([CH3:27])([CH3:28])[CH3:29])[CH3:30])=[C:5]2[OH:31])[CH2:12][CH2:13][O:14][CH2:15][CH2:16]1.[F:32][C:33]([F:34])([F:35])[C:36]([OH:37])=[O:38]>>[Cl:1][c:2]1[cH:3][c:4]2[c:9]([cH:10][cH:11]1)[C:8]1([C:7](=[O:17])[C:6]([C:18](=[O:19])[NH:20][C:21]([CH3:22])([C:23](=[O:24])[OH:25])[CH3:30])=[C:5]2[OH:31])[CH2:12][CH2:13][O:14][CH2:15][CH2:16]1. Reactants: CC(C(C)(C)O1)(C)OB1C2=CC=C(NC=C3C([C@H]4CCCN4C(OCC5=CC=CC=C5)=O)=O)C3=C2, ClC1=CC2=C(C=CN2)C=C1. The reagents and catalysts are CC(C)(C)C1=CC=C(C=C1)C2=CC=C(C=C2)C(C)(C)C, [O-]P(=O)([O-])[O-].[K+].[K+].[K+], CC(C1=CC(C(C)C)=C(C2=CC=CC=C2P(C3CCCCC3)C4CCCCC4)C(C(C)C)=C1)C.NC5=CC=CC=C5C6=CC=CC=[C-]6.Cl[Pd+]. Solvent: C1CCOC1, O (water), C1CCOC1. Conditions: temperature 25 celsius, time 24 hour. The product is O=C(OCC1=CC=CC=C1)N2CCC[C@@H]2C(C3=CNC4=CC=C(C5=CC6=C(C=C5)C=CN6)C=C43)=O. The yield is 12.0%. Reactants: O=Cc1cc(Br)co1, O=C([O-])[O-], CCS(=O)(=O)N1CCC(c2c[nH]c3c(C(N)=O)cc(B4OC(C)(C)C(C)(C)O4)cc23)CC1, [K+], [K+], C1COCCO1, O, c1ccc(P(c2ccccc2)(c2ccccc2)[Pd](P(c2ccccc2)(c2ccccc2)c2ccccc2)(P(c2ccccc2)(c2ccccc2)c2ccccc2)P(c2ccccc2)(c2ccccc2)c2ccccc2)cc1. As a reaction SMILES: [Br:33][c:34]1[cH:35][c:36]([CH:39]=[O:40])[o:37][cH:38]1.[C:41](=[O:42])([O-:43])[O-:44].[CH2:1]([CH3:2])[S:3](=[O:4])(=[O:5])[N:6]1[CH2:7][CH2:8][CH:9]([c:12]2[cH:13][nH:14][c:15]3[c:16]([C:30](=[O:31])[NH2:32])[cH:17][c:18]([B:21]4[O:22][C:23]([CH3:24])([CH3:25])[C:26]([CH3:27])([CH3:28])[O:29]4)[cH:19][c:20]23)[CH2:10][CH2:11]1.[K+:45].[K+:46].[O:47]1[CH2:48][CH2:49][O:50][CH2:51][CH2:52]1.[OH2:53].[cH:54]1[cH:55][cH:56][c:57]([P:58]([Pd:59]([P:60]([c:61]2[cH:62][cH:63][cH:64][cH:65][cH:66]2)([c:67]2[cH:68][cH:69][cH:70][cH:71][cH:72]2)[c:73]2[cH:74][cH:75][cH:76][cH:77][cH:78]2)([P:79]([c:80]2[cH:81][cH:82][cH:83][cH:84][cH:85]2)([c:86]2[cH:87][cH:88][cH:89][cH:90][cH:91]2)[c:92]2[cH:93][cH:94][cH:95][cH:96][cH:97]2)[P:98]([c:99]2[cH:100][cH:101][cH:102][cH:103][cH:104]2)([c:105]2[cH:106][cH:107][cH:108][cH:109][cH:110]2)[c:111]2[cH:112][cH:113][cH:114][cH:115][cH:116]2)([c:117]2[cH:118][cH:119][cH:120][cH:121][cH:122]2)[c:123]2[cH:124][cH:125][cH:126][cH:127][cH:128]2)[cH:129][cH:130]1>>[CH2:1]([CH3:2])[S:3](=[O:4])(=[O:5])[N:6]1[CH2:7][CH2:8][CH:9]([c:12]2[cH:13][nH:14][c:15]3[c:16]([C:30](=[O:31])[NH2:32])[cH:17][c:18](-[c:34]4[cH:35][c:36]([CH:39]=[O:40])[o:37][cH:38]4)[cH:19][c:20]23)[CH2:10][CH2:11]1. The product is CCS(=O)(=O)N1CCC(c2c[nH]c3c(C(N)=O)cc(-c4coc(C=O)c4)cc23)CC1. Reported procedure: Prepared according to the procedure described for Example 60 using 3-amino-4-methoxy-N-phenyl-benzamide (0.218 g, 0.90 mmol) and 3-chlorophenyl isothiocyanate (0.12 mL, 0.92 mmol) to give the product (0.286 g); m.p. 165-168° C. Reaction SMILES: [NH2:1][C:2]1[CH:3]=[C:4]([CH:14]=[CH:15][C:16]=1[O:17][CH3:18])[C:5]([NH:7][C:8]1[CH:13]=[CH:12][CH:11]=[CH:10][CH:9]=1)=[O:6].[Cl:19][C:20]1[CH:21]=[C:22]([N:26]=[C:27]=[S:28])[CH:23]=[CH:24][CH:25]=1>>[Cl:19][C:20]1[CH:21]=[C:22]([NH:26][C:27](=[S:28])[NH:1][C:2]2[CH:3]=[C:4]([CH:14]=[CH:15][C:16]=2[O:17][CH3:18])[C:5]([NH:7][C:8]2[CH:13]=[CH:12][CH:11]=[CH:10][CH:9]=2)=[O:6])[CH:23]=[CH:24][CH:25]=1. The product is ClC=1C=C(C=CC1)NC(NC=1C=C(C(=O)NC2=CC=CC=C2)C=CC1OC)=S (3-[3-(3-Chlorophenyl)-thioureido]-4-methoxy-N-phenyl-benzamide). Starting materials: NC=1C=C(C(=O)NC2=CC=CC=C2)C=CC1OC (3-amino-4-methoxy-N-phenyl-benzamide), ClC=1C=C(C=CC1)N=C=S (3-chlorophenyl isothiocyanate). Yield: 77.1%.